describe an organic reaction: reactants, conditions, products, and yield From a dataset of the Open Reaction Database (ORD), a public repository of structured organic reaction records. Reactants: C(C)NC(=O)NC1=CC=C(C=C1)C=1N=C(C2=C(N1)CCNC2)N2[C@H](COCC2)C ((S)-1-ethyl-3-(4-(4-(3-methylmorpholino)-5,6,7,8-tetrahydropyrido[4,3-d]pyrimidin-2-yl)phenyl)urea), COCCOCC(=O)Cl (2-(2-methoxyethoxy)acetyl chloride). The product is C(C)NC(=O)NC1=CC=C(C=C1)C=1N=C(C2=C(N1)CCN(C2)C(COCCOC)=O)N2[C@H](COCC2)C ((S)-1-ethyl-3-(4-(6-(2-(2-methoxyethoxy)acetyl)-4-(3-methylmorpholino)-5,6,7,8-tetrahydropyrido[4,3-d]pyrimidin-2-yl)phenyl)urea). Reaction SMILES: [CH2:1]([NH:3][C:4]([NH:6][C:7]1[CH:12]=[CH:11][C:10]([C:13]2[N:14]=[C:15]([N:23]3[CH2:28][CH2:27][O:26][CH2:25][C@@H:24]3[CH3:29])[C:16]3[CH2:22][NH:21][CH2:20][CH2:19][C:17]=3[N:18]=2)=[CH:9][CH:8]=1)=[O:5])[CH3:2].[CH3:30][O:31][CH2:32][CH2:33][O:34][CH2:35][C:36](Cl)=[O:37]>>[CH2:1]([NH:3][C:4]([NH:6][C:7]1[CH:12]=[CH:11][C:10]([C:13]2[N:14]=[C:15]([N:23]3[CH2:28][CH2:27][O:26][CH2:25][C@@H:24]3[CH3:29])[C:16]3[CH2:22][N:21]([C:36](=[O:37])[CH2:35][O:34][CH2:33][CH2:32][O:31][CH3:30])[CH2:20][CH2:19][C:17]=3[N:18]=2)=[CH:9][CH:8]=1)=[O:5])[CH3:2]. Reported procedure: Compound ez was prepared according to the procedure described in Example 5 by reacting (S)-1-ethyl-3-(4-(4-(3-methylmorpholino)-5,6,7,8-tetrahydropyrido[4,3-d]pyrimidin-2-yl)phenyl)urea with 2-(2-methoxyethoxy)acetyl chloride. LC-MS: m/z=+513 (M+H)+. Starting materials: CC=1NC(=C(C(C1C(=O)OC)C1=CC(=CC=C1)[N+](=O)[O-])C(=O)OCCC1=CC=C(C=C1)OCC(=O)OC)C (2,6-dimethyl-3-methoxycarbonyl-4-(3-nitrophenyl)-5-[2-(4-methoxycarbonylmethoxyphenyl)ethoxycarbonyl]-1,4-dihydropyridine), [OH-].[Na+] (NaOH), CO (methanol), Cl (HCl). Run in O (water). Product: Cl.CC=1NC(=C(C(C1C(=O)OC)C1=CC(=CC=C1)[N+](=O)[O-])C(=O)OCCC1=CC=C(C=C1)N(CCO)CCO)C (2,6-dimethyl-3-methoxycarbonyl-4-(3-nitrophenyl)-5-(2-[4-di(2-hydroxyethyl)aminophenyl]ethoxycarbonyl)-1,4-dihydropyridine hydrochloride). RXN SMILES: [CH3:1][C:2]1[NH:3][C:4]([CH3:38])=[C:5]([C:21]([O:23][CH2:24][CH2:25][C:26]2[CH:31]=[CH:30][C:29](OCC(OC)=O)=[CH:28][CH:27]=2)=[O:22])[CH:6]([C:12]2[CH:17]=[CH:16][CH:15]=[C:14]([N+:18]([O-:20])=[O:19])[CH:13]=2)[C:7]=1[C:8]([O:10][CH3:11])=[O:9].[OH-:39].[Na+].[CH3:41][OH:42].[ClH:43]>O>[ClH:43].[CH3:1][C:2]1[NH:3][C:4]([CH3:38])=[C:5]([C:21]([O:23][CH2:24][CH2:25][C:26]2[CH:31]=[CH:30][C:29]([N:3]([CH2:4][CH2:41][OH:42])[CH2:2][CH2:1][OH:39])=[CH:28][CH:27]=2)=[O:22])[CH:6]([C:12]2[CH:17]=[CH:16][CH:15]=[C:14]([N+:18]([O-:20])=[O:19])[CH:13]=2)[C:7]=1[C:8]([O:10][CH3:11])=[O:9] |f:1.2,6.7|. Procedure details: A solution of 0.5 g of 2,6-dimethyl-3-methoxycarbonyl-4-(3-nitrophenyl)-5-[2-(4-methoxycarbonylmethoxyphenyl)ethoxycarbonyl]-1,4-dihydropyridine, 0.5 mL 10% aqueous NaOH, and 20 mL of methanol was heated on a steam bath for 20 min. The mixture was diluted with water, acidified with HCl, and extracted with ethyl acetate. The ethyl acetate was dried and evaporated to yield 0.40 g of 2,6-dimethyl-3-methoxycarbonyl-4-(3-nitrophenyl)-5-[2-(4-carboxymethylphenyl)ethoxycarbonyl]-1,4-dihydropyridine (1)... The reactants are CO, Cn1c(C(F)(F)F)cc(=O)n(-c2ccc(Cl)cc2[N+](=O)[O-])c1=O, Cl, [Fe]. Yields the product Cn1c(C(F)(F)F)cc(=O)n(-c2ccc(Cl)cc2N)c1=O. As a reaction SMILES: [CH3:25][OH:26].[Cl:1][c:2]1[cH:3][c:4]([N+:21]([O-:22])=[O:23])[c:5](-[n:8]2[c:9](=[O:20])[n:10]([CH3:19])[c:11]([C:15]([F:16])([F:17])[F:18])[cH:12][c:13]2=[O:14])[cH:6][cH:7]1.[ClH:24].[Fe:27]>>[Cl:1][c:2]1[cH:3][c:4]([NH2:21])[c:5](-[n:8]2[c:9](=[O:20])[n:10]([CH3:19])[c:11]([C:15]([F:16])([F:17])[F:18])[cH:12][c:13]2=[O:14])[cH:6][cH:7]1. Reactants: ClCl (chlorine), FC(F)(F)SC1=CC=C(C=C1)C (4-trifluoromethylmercapto-toluene), BrBr (bromine), BrBr (bromine). Run in C(Cl)(Cl)(Cl)Cl (CCl4). Product: FC(F)(F)SC1=CC=C(CCl)C=C1 (4-trifluoromethylmercaptobenzyl chloride). Isolated yield 87.6%. As a reaction SMILES: [F:1][C:2]([S:5][C:6]1[CH:11]=[CH:10][C:9]([CH3:12])=[CH:8][CH:7]=1)([F:4])[F:3].BrBr.[Cl:15]Cl>C(Cl)(Cl)(Cl)Cl>[F:1][C:2]([S:5][C:6]1[CH:11]=[CH:10][C:9]([CH2:12][Cl:15])=[CH:8][CH:7]=1)([F:4])[F:3]. Procedure details: 700 g of 4-trifluoromethylmercapto-toluene in 2,000 ml of CCl4 were initially introduced into a glass chlorination apparatus and heated to the reflux temperature. The solution was irradiated with a UV lamp. 3 ml of bromine were added before the start of the chlorination. When the color of the bromine had disappeared, 200 g of chlorine were passed in over a period of 6 hours. By fractional distillation over a 40 cm packed column, in addition to non-chlorinated starting material, 560 g of 4-triflu... The reactants are [Li+], C1CCOC1, [OH-], O, O, COC(=O)c1cncnc1O. Product: O=C(O)c1cncnc1O. As a reaction SMILES: [Li+:2].[O:15]1[CH2:16][CH2:17][CH2:18][CH2:19]1.[OH-:1].[OH2:20].[OH2:3].[OH:4][c:5]1[n:6][cH:7][n:8][cH:9][c:10]1[C:11](=[O:12])[O:13][CH3:14]>>[OH:4][c:5]1[n:6][cH:7][n:8][cH:9][c:10]1[C:11](=[O:12])[OH:13].